From a dataset of the Open Reaction Database (ORD), a public repository of structured organic reaction records. describe an organic reaction: reactants, conditions, products, and yield Reactants: CC(=O)O, CCOC(C)=O, CC(C)O, CC(O)CNC(=O)C1OC(n2cnc3c(Cl)ncnc32)C2OC(C)(C)OC12, ClCCl, O=[Cr](=O)([O-])O[Cr](=O)(=O)[O-], c1cc[nH+]cc1, c1cc[nH+]cc1. Product: CC(=O)CNC(=O)C1OC(n2cnc3c(Cl)ncnc32)C2OC(C)(C)OC12. RXN SMILES: [CH3:28][C:29](=[O:30])[OH:31].[CH3:60][CH2:61][O:62][C:63](=[O:64])[CH3:65].[CH:53]([OH:54])([CH3:55])[CH3:56].[Cl:1][c:2]1[c:3]2[n:4][cH:5][n:6]([CH:11]3[O:12][CH:13]([C:21](=[O:22])[NH:23][CH2:24][CH:25]([CH3:26])[OH:27])[CH:14]4[CH:15]3[O:16][C:17]([CH3:19])([CH3:20])[O:18]4)[c:7]2[n:8][cH:9][n:10]1.[Cl:57][CH2:58][Cl:59].[Cr:32]([O:33][Cr:34]([O-:35])(=[O:36])=[O:37])([O-:38])(=[O:39])=[O:40].[nH+:41]1[cH:42][cH:43][cH:44][cH:45][cH:46]1.[nH+:47]1[cH:48][cH:49][cH:50][cH:51][cH:52]1>>[Cl:1][c:2]1[c:3]2[n:4][cH:5][n:6]([CH:11]3[O:12][CH:13]([C:21](=[O:22])[NH:23][CH2:24][C:25]([CH3:26])=[O:27])[CH:14]4[CH:15]3[O:16][C:17]([CH3:19])([CH3:20])[O:18]4)[c:7]2[n:8][cH:9][n:10]1. Starting materials: CCOC(=O)c1ccnc(C(OCC)OCC)c1, [Na+], C1CCOC1, [OH-]. Product: CCOC(OCC)c1cc(C(=O)O)ccn1. RXN SMILES: [CH2:1]([CH3:2])[O:3][C:4]([c:5]1[cH:6][c:7]([CH:11]([O:12][CH2:13][CH3:14])[O:15][CH2:16][CH3:17])[n:8][cH:9][cH:10]1)=[O:18].[Na+:20].[O:21]1[CH2:22][CH2:23][CH2:24][CH2:25]1.[OH-:19]>>[O:3]=[C:4]([c:5]1[cH:6][c:7]([CH:11]([O:12][CH2:13][CH3:14])[O:15][CH2:16][CH3:17])[n:8][cH:9][cH:10]1)[OH:18].